Dataset: the Open Reaction Database (ORD), a public repository of structured organic reaction records. Task: describe an organic reaction: reactants, conditions, products, and yield The reactants are C(CCCCC)N=C=O (n-hexyl isocyanate), NCCCN1CCN(CC1)CCC1=CC=C(C=C1)Cl (1-(3-aminopropyl)-4-(4-chlorophenethyl)piperazine). Solvent: C(Cl)Cl (methylene chloride), C(Cl)Cl (methylene chloride). Product: Cl.Cl.ClC1=CC=C(CCN2CCN(CC2)CCCNC(=O)NCCCCCC)C=C1 (1-{3-[4-(4-Chlorophenethyl)piperazin-1-yl]propyl}-3-n-hexylurea dihydrochloride). The yield is 56.6%. Reaction SMILES: [CH2:1]([N:7]=[C:8]=[O:9])[CH2:2][CH2:3][CH2:4][CH2:5][CH3:6].[NH2:10][CH2:11][CH2:12][CH2:13][N:14]1[CH2:19][CH2:18][N:17]([CH2:20][CH2:21][C:22]2[CH:27]=[CH:26][C:25]([Cl:28])=[CH:24][CH:23]=2)[CH2:16][CH2:15]1>C(Cl)Cl>[ClH:28].[ClH:28].[Cl:28][C:25]1[CH:24]=[CH:23][C:22]([CH2:21][CH2:20][N:17]2[CH2:16][CH2:15][N:14]([CH2:13][CH2:12][CH2:11][NH:10][C:8]([NH:7][CH2:1][CH2:2][CH2:3][CH2:4][CH2:5][CH3:6])=[O:9])[CH2:19][CH2:18]2)=[CH:27][CH:26]=1 |f:3.4.5|. Procedure: A solution of n-hexyl isocyanate (1.27 g; 10 mmole) in methylene chloride (25 ml) was added to a solution of 1-(3-aminopropyl)-4-(4-chlorophenethyl)piperazine (2.82 g; 10 mmole) in methylene chloride (50 ml). The resulting mixture was refluxed for 6 hours and concentrated in vacuo to give a yellow oil which was chromatographed on silica gel (methylene chloride/methanol/ammonium hydroxide; 45/5/1). Precipitation as the dihydrochloride and recrystallization from ethanol provided the title compound... The reactants are OC1CC2C(CN(C2)C(=O)OC(C)(C)C)C1 (tert-butyl 5-hydroxyhexahydrocyclopenta[c]pyrrole-2(1H)-carboxylate), CS(=O)(=O)Cl (MsCl). Reagents/catalysts: CN(C)C=1C=CN=CC1 (DMAP). Solvent: C(Cl)Cl (DCM). Run at time 10 minute. Product: CS(=O)(=O)OC1CC2C(CN(C2)C(=O)OC(C)(C)C)C1 (tert-butyl 5-[(methylsulfonyl)oxy]hexahydrocyclopenta[c]pyrrole-2(1H)-carboxylate). The yield is 75.0%. Reaction SMILES: [OH:1][CH:2]1[CH2:16][CH:5]2[CH2:6][N:7]([C:9]([O:11][C:12]([CH3:15])([CH3:14])[CH3:13])=[O:10])[CH2:8][CH:4]2[CH2:3]1.[CH3:17][S:18](Cl)(=[O:20])=[O:19]>CN(C1C=CN=CC=1)C.C(Cl)Cl>[CH3:17][S:18]([O:1][CH:2]1[CH2:16][CH:5]2[CH2:6][N:7]([C:9]([O:11][C:12]([CH3:13])([CH3:15])[CH3:14])=[O:10])[CH2:8][CH:4]2[CH2:3]1)(=[O:20])=[O:19]. Reported procedure: To a solution of the title compound from Step A above (550 mg, 2.4 mmol) and DMAP (296 mg) in DCM (15 mL) was added MsCl (189 μL) at 0° C. The mixture was stirred for 10 min at the same temperature and for an additional hour at RT. The mixture was quenched with ice water and extracted with ethyl acetate (2×50 mL). The organic layer was washed with water and brine, dried over sodium sulfate, filtered, and concentrated under vacuum. The residue oil was purified via prep-plate purification eluting ... Starting materials: compound, C(C)(C)(C)OC(C[C@H](CCCCCCC)O)=O ((S)-3-hydroxydecanoic acid t-butyl ester), ICCCCCC (1-iodohexane). The product is C(C)(C)(C)OC([C@H]([C@H](CCCCCCC)O)CCCCCC)=O ((2S,3S)-2-hexyl-3-hydroxydecanoic acid t-butyl ester). Reaction SMILES: [C:1]([O:5][C:6](=[O:17])[CH2:7][C@@H:8]([OH:16])[CH2:9][CH2:10][CH2:11][CH2:12][CH2:13][CH2:14][CH3:15])([CH3:4])([CH3:3])[CH3:2].I[CH2:19][CH2:20][CH2:21][CH2:22][CH2:23][CH3:24]>>[C:1]([O:5][C:6](=[O:17])[C@@H:7]([CH2:19][CH2:20][CH2:21][CH2:22][CH2:23][CH3:24])[C@@H:8]([OH:16])[CH2:9][CH2:10][CH2:11][CH2:12][CH2:13][CH2:14][CH3:15])([CH3:2])([CH3:4])[CH3:3]. Procedure: The target compound (2.20 g, 41%) was obtained in the same manner as in Production Example C-1, except that the (S)-3-hydroxydecanoic acid t-butyl ester (4.00 g, 16.4 mmol) obtained in Production Example B-6 and 1-iodohexane (5.20 g, 24.5 mmol) were used. Reactants: ( 2 ), C1(=CC=CC=C1)C1=CN=CS1 (5-phenylthiazole), BrC=1C=CC(=C(C=O)C1)Cl (5-bromo-2-chlorobenzaldehyde). The product is BrC=1C=CC(=C(C1)CC=1SC(=CN1)C1=CC=CC=C1)Cl (5-bromo-2-chloro-1-(5-phenyl-2-thiazolylmethyl)benzene). As a reaction SMILES: [C:1]1([C:7]2[S:11][CH:10]=[N:9][CH:8]=2)[CH:6]=[CH:5][CH:4]=[CH:3][CH:2]=1.[Br:12][C:13]1[CH:14]=[CH:15][C:16]([Cl:21])=[C:17]([CH:20]=1)[CH:18]=O>>[Br:12][C:13]1[CH:14]=[CH:15][C:16]([Cl:21])=[C:17]([CH2:18][C:10]2[S:11][C:7]([C:1]3[CH:2]=[CH:3][CH:4]=[CH:5][CH:6]=3)=[CH:8][N:9]=2)[CH:20]=1. Procedure details: A solution of thiazole (10.0 g), iodobenzene (2.63 ml), tetrakis(triphenylphosphine)palladium (0) (1.36 g) and potassium acetate (3.46 g) in N,N-dimethylacetamide (100 ml) was stirred under heating at 100° C. overnight. The solvent was evaporated under reduced pressure, and added to the residue was ethyl acetate. The mixture was washed successively with water and brine, and dried over sodium sulfate. The solvent was evaporated under reduced pressure, and the residue was purified by silica gel co... The reactants are [H-].[Al+3].[Li+].[H-].[H-].[H-] (lithium aluminum hydride), C(C1=CC=CC=C1)(C1=CC=CC=C1)N1CCN(CC1)C(C=CC=CC1=C(C(=C(C=C1)OC)OC)OC)=O (1-benzhydryl-4-(5-(2,3,4-trimethoxyphenyl)-2,4-pentadienoyl)piperazine), [Cl-].[NH4+] (ammonium chloride). Solvent: CCOCC (ether). The product is C(C1=CC=CC=C1)(C1=CC=CC=C1)N1CCN(CC1)CC=CC=CC1=C(C(=C(C=C1)OC)OC)OC (1-benzhydryl-4-(5-(2,3,4-trimethoxyphenyl)-2,4-pentadienyl)piperazine). Isolated yield 96.5%. Reaction SMILES: [CH:1]([N:14]1[CH2:19][CH2:18][N:17]([C:20](=O)[CH:21]=[CH:22][CH:23]=[CH:24][C:25]2[CH:30]=[CH:29][C:28]([O:31][CH3:32])=[C:27]([O:33][CH3:34])[C:26]=2[O:35][CH3:36])[CH2:16][CH2:15]1)([C:8]1[CH:13]=[CH:12][CH:11]=[CH:10][CH:9]=1)[C:2]1[CH:7]=[CH:6][CH:5]=[CH:4][CH:3]=1.[H-].[Al+3].[Li+].[H-].[H-].[H-].[Cl-].[NH4+]>CCOCC>[CH:1]([N:14]1[CH2:15][CH2:16][N:17]([CH2:20][CH:21]=[CH:22][CH:23]=[CH:24][C:25]2[CH:30]=[CH:29][C:28]([O:31][CH3:32])=[C:27]([O:33][CH3:34])[C:26]=2[O:35][CH3:36])[CH2:18][CH2:19]1)([C:8]1[CH:9]=[CH:10][CH:11]=[CH:12][CH:13]=1)[C:2]1[CH:7]=[CH:6][CH:5]=[CH:4][CH:3]=1 |f:1.2.3.4.5.6,7.8|. Reported procedure: To 10.0 g (20.1 mmol) of said 1-benzhydryl-4-(5-(2,3,4-trimethoxyphenyl)-2,4-pentadienoyl)piperazine was added 250 ml of dry ether, and the mixture was stirred. After addition of 760 mg (20.1 mmol) of lithium aluminum hydride, the mixture was heated under reflux for 1 hour To the reaction mixture were added a saturated aqueous solution of ammonium chloride followed by extraction with ether. The organic layer was washed with a saturated aqueous sodium chloride solution, dried over anhydrous magne...